Dataset: the Open Reaction Database (ORD), a public repository of structured organic reaction records. Task: describe an organic reaction: reactants, conditions, products, and yield Reactants: CC(=O)OC(C)=O, Cc1ccccc1, NC1CCCc2ccccc21. Yields the product CC(=O)NC1CCCc2ccccc21. As a reaction SMILES: [CH3:12][C:13](=[O:14])[O:15][C:16](=[O:17])[CH3:18].[CH3:19][c:20]1[cH:21][cH:22][cH:23][cH:24][cH:25]1.[CH:1]1([NH2:11])[CH2:2][CH2:3][CH2:4][c:5]2[cH:6][cH:7][cH:8][cH:9][c:10]21>>[CH:1]1([NH:11][C:13]([CH3:12])=[O:14])[CH2:2][CH2:3][CH2:4][c:5]2[cH:6][cH:7][cH:8][cH:9][c:10]21.